Dataset: the Open Reaction Database (ORD), a public repository of structured organic reaction records. Task: describe an organic reaction: reactants, conditions, products, and yield Starting materials: solution, COC1=CC=C(C=C1)C=1C(C1C1=CC=C(C=C1)OC)=O (2,3-di(4-methoxyphenyl)cyclopropenone), N1=CC=CC=C1 (pyridine), C1(C=C1)=O (cyclopropenone), II (iodine), N1=CC=CC=C1 (pyridine), C(C1=CC=CC=C1)(=O)CC(C1=CC=CC=C1)=O (dibenzoylmethane), C1(C=C1)=O (cyclopropenone). Reaction conditions: temperature 90 celsius. Yields the product C(C1=CC=CC=C1)(=O)C(=C1C=CN2C(=C(C(C2=C1)=O)C1=CC=C(C=C1)OC)C1=CC=C(C=C1)OC)C(C1=CC=CC=C1)=O (7-Dibenzoylmethylidene-2,3-di(4-methoxyphenyl)-1(7H)-indolizinone). Yield: 95.0%. RXN SMILES: [CH3:1][O:2][C:3]1[CH:8]=[CH:7][C:6]([C:9]2[C:10](=[O:20])[C:11]=2[C:12]2[CH:17]=[CH:16][C:15]([O:18][CH3:19])=[CH:14][CH:13]=2)=[CH:5][CH:4]=1.[C:21]([CH2:29][C:30](=[O:37])[C:31]1[CH:36]=[CH:35][CH:34]=[CH:33][CH:32]=1)(=[O:28])[C:22]1[CH:27]=[CH:26][CH:25]=[CH:24][CH:23]=1.C1(=O)C=C1.II.[N:44]1[CH:49]=[CH:48][CH:47]=[CH:46][CH:45]=1>>[C:30]([C:29]([C:21](=[O:28])[C:22]1[CH:27]=[CH:26][CH:25]=[CH:24][CH:23]=1)=[C:47]1[CH:48]=[C:49]2[N:44]([C:11]([C:12]3[CH:17]=[CH:16][C:15]([O:18][CH3:19])=[CH:14][CH:13]=3)=[C:9]([C:6]3[CH:5]=[CH:4][C:3]([O:2][CH3:1])=[CH:8][CH:7]=3)[C:10]2=[O:20])[CH:45]=[CH:46]1)(=[O:37])[C:31]1[CH:36]=[CH:35][CH:34]=[CH:33][CH:32]=1. Procedure details: A 10 percent solution of 2,3-di(4-methoxyphenyl)cyclopropenone in pyridine was refluxed under nitrogen for 15 minutes. The resulting solution was cooled slightly, and an equivalent amount of dibenzoylmethane based on the cyclopropenone was added to the green solution. The reaction mixture was refluxed for 60 minutes. The resulting reaction mixture was again cooled, and four equivalents of iodine dissolved in a small amount of pyridine was added to the reaction mixture. The mixture was further he... Reactants: FC1=C(CC2(CC(CCC2)NC(OC(C)(C)C)=O)O)C=CC=C1 (tert-Butyl 3-(2-fluorobenzyl)-3-hydroxycyclohexylcarbamate), Cl (HCl). Solvent: O1CCOCC1 (dioxane). Product: Cl (HCl), NC1CC(CCC1)(O)CC1=C(C=CC=C1)F (3-amino-1-(2-fluorobenzyl)cyclohexanol). Reaction SMILES: [F:1][C:2]1[CH:23]=[CH:22][CH:21]=[CH:20][C:3]=1[CH2:4][C:5]1([OH:19])[CH2:10][CH2:9][CH2:8][CH:7]([NH:11]C(=O)OC(C)(C)C)[CH2:6]1.[ClH:24]>O1CCOCC1>[ClH:24].[NH2:11][CH:7]1[CH2:8][CH2:9][CH2:10][C:5]([CH2:4][C:3]2[CH:20]=[CH:21][CH:22]=[CH:23][C:2]=2[F:1])([OH:19])[CH2:6]1. Procedure details: tert-Butyl 3-(2-fluorobenzyl)-3-hydroxycyclohexylcarbamate was stirred in a solution of HCl in dioxane (4 M) at room temperature for one hour. The product, HCl salt of 3-amino-1-(2-fluorobenzyl)cyclohexanol, was obtained after evaporation of solvent. Starting materials: C(C)OC(=O)C=1NC(=CC1)C (5-methyl-1H-pyrrole-2-carboxylic acid ethyl ester), FC(C1=CC=C(C=C1)CC(=O)Cl)(F)F ((4-trifluoromethylphenyl)-acetyl chloride). Run in ClCCCl (1,2-dichloroethane). Product: C(C)OC(=O)C=1NC(=C(C1)C(CC1=CC=C(C=C1)C(F)(F)F)=O)C (5-Methyl-4-[2-(4-trifluoromethylphenyl)-acetyl]-1H-pyrrole-2-carboxylic acid ethyl ester). Isolated yield 33.0%. RXN SMILES: [CH2:1]([O:3][C:4]([C:6]1[NH:7][C:8]([CH3:11])=[CH:9][CH:10]=1)=[O:5])[CH3:2].[F:12][C:13]([F:25])([F:24])[C:14]1[CH:19]=[CH:18][C:17]([CH2:20][C:21](Cl)=[O:22])=[CH:16][CH:15]=1>ClCCCl>[CH2:1]([O:3][C:4]([C:6]1[NH:7][C:8]([CH3:11])=[C:9]([C:21](=[O:22])[CH2:20][C:17]2[CH:16]=[CH:15][C:14]([C:13]([F:24])([F:12])[F:25])=[CH:19][CH:18]=2)[CH:10]=1)=[O:5])[CH3:2]. Reported procedure: 5-Methyl-4-[2-(4-trifluoromethyl-phenyl)-acetyl]-1H-pyrrole-2-carboxylic acid ethyl ester (117) was synthesized from 5-methyl-1H-pyrrole-2-carboxylic acid ethyl ester (107) and (4-trifluoromethylphenyl)-acetyl chloride following the procedure described in Example 32. Reaction Conditions: 1,2-dichloroethane/−40° C. Purification: prep/HPLC. Yield: 33%. 1H (CDCl3, 400 MHz): δ 10.5 (NH, broad s), 7.56 (2H, d), 7.34 (2H, d), 7.32 (1H, s), 4.37 (2H, q), 4.15 (2H, s), 2.59 (3H, s), 1.38 (3H, t) ppm. 13... The reactants are COc1cccc2c(Cl)c(C(=O)C(C)C)cnc12, Cc1ccccc1N, C1COCCO1. Yields the product COc1cccc2c(Nc3ccccc3C)c(C(=O)C(C)C)cnc12. As a reaction SMILES: [C:1]([CH:2]([CH3:3])[CH3:4])(=[O:5])[c:6]1[cH:7][n:8][c:9]2[c:10]([O:17][CH3:18])[cH:11][cH:12][cH:13][c:14]2[c:15]1[Cl:16].[NH2:19][c:20]1[c:21]([CH3:26])[cH:22][cH:23][cH:24][cH:25]1.[O:27]1[CH2:28][CH2:29][O:30][CH2:31][CH2:32]1>>[C:1]([CH:2]([CH3:3])[CH3:4])(=[O:5])[c:6]1[cH:7][n:8][c:9]2[c:10]([O:17][CH3:18])[cH:11][cH:12][cH:13][c:14]2[c:15]1[NH:19][c:20]1[c:21]([CH3:26])[cH:22][cH:23][cH:24][cH:25]1. The reactants are Cl[O-].[Na+] (sodium hypochlorite), C(C)(=O)C=1C(=C2C(C(CS(C2=C(C1)C)(=O)=O)(C)C)=O)C (6-acetyl-3,3,5,8-tetramethylthiochroman-4-one-1,1-dioxide). Run in O (water), O1CCOCC1 (dioxane). Conditions: temperature 30 celsius. Yields the product C(=O)(O)C=1C(=C2C(C(CS(C2=C(C1)C)(=O)=O)(C)C)=O)C (6-carboxy-3,3,5,8-tetramethylthiochroman-4-one-1,1-dioxide). The yield is 84.0%. As a reaction SMILES: Cl[O-:2].[Na+].[C:4]([C:7]1[C:8]([CH3:23])=[C:9]2[C:14](=[C:15]([CH3:17])[CH:16]=1)[S:13](=[O:19])(=[O:18])[CH2:12][C:11]([CH3:21])([CH3:20])[C:10]2=[O:22])(=[O:6])C>O1CCOCC1.O>[C:4]([C:7]1[C:8]([CH3:23])=[C:9]2[C:14](=[C:15]([CH3:17])[CH:16]=1)[S:13](=[O:19])(=[O:18])[CH2:12][C:11]([CH3:20])([CH3:21])[C:10]2=[O:22])([OH:6])=[O:2] |f:0.1|. Procedure: 17.8 Grams (about 15 mmol) of a 6.4 wt % sodium hypochlorite aqueous solution was placed in a 100-ml three-necked round-bottomed flask, and cooled to 15~20° C., and then a solution of 1.26 g (4.26 mmol) of 6-acetyl-3,3,5,8-tetramethylthiochroman-4-one-1,1-dioxide in 8 ml of dioxane was gradually added. The mixture was stirred at 15~20° C. with external cooling for 30 minutes, and then stirred at room temperature (temperature-increased to about 30° C.) for 3 hours. The reaction mixture was dilute... Reactants: ClCCl, CCOc1ccc(C(F)(CSCc2cccc(Oc3ccccc3)n2)C(F)(F)F)cc1, O=C(OO)c1cccc(Cl)c1. Yields the product CCOc1ccc(C(F)(CS(=O)Cc2cccc(Oc3ccccc3)n2)C(F)(F)F)cc1. RXN SMILES: [Cl:43][CH2:44][Cl:45].[O:1]([c:2]1[cH:3][cH:4][cH:5][cH:6][cH:7]1)[c:8]1[cH:9][cH:10][cH:11][c:12]([CH2:14][S:15][CH2:16][C:17]([C:18]([F:19])([F:20])[F:21])([c:22]2[cH:23][cH:24][c:25]([O:28][CH2:29][CH3:30])[cH:26][cH:27]2)[F:31])[n:13]1.[OH:32][O:33][C:34]([c:35]1[cH:36][c:37]([Cl:38])[cH:39][cH:40][cH:41]1)=[O:42]>>[O:1]([c:2]1[cH:3][cH:4][cH:5][cH:6][cH:7]1)[c:8]1[cH:9][cH:10][cH:11][c:12]([CH2:14][S:15]([CH2:16][C:17]([C:18]([F:19])([F:20])[F:21])([c:22]2[cH:23][cH:24][c:25]([O:28][CH2:29][CH3:30])[cH:26][cH:27]2)[F:31])=[O:32])[n:13]1.